From a dataset of the Open Reaction Database (ORD), a public repository of structured organic reaction records. describe an organic reaction: reactants, conditions, products, and yield Reactants: CC(C)N1CCN(c2ccc(Nc3ncc(Br)n4ncnc34)cc2)CC1, O=C([O-])[O-], CC(=O)OCc1cc(B2OC(C)(C)C(C)(C)O2)ccn1, [K+], [K+], C1COCCO1, O. Yields the product CC(=O)OCc1cc(-c2cnc(Nc3ccc(N4CCN(C(C)C)CC4)cc3)c3ncnn23)ccn1. Reaction SMILES: [Br:1][c:2]1[cH:3][n:4][c:5]([NH:11][c:12]2[cH:13][cH:14][c:15]([N:18]3[CH2:19][CH2:20][N:21]([CH:24]([CH3:25])[CH3:26])[CH2:22][CH2:23]3)[cH:16][cH:17]2)[c:6]2[n:7]1[n:8][cH:9][n:10]2.[C:27](=[O:28])([O-:29])[O-:30].[CH3:33][C:34]1([CH3:35])[C:36]([CH3:37])([CH3:38])[O:39][B:40]([c:41]2[cH:42][c:43]([CH2:47][O:48][C:49]([CH3:50])=[O:51])[n:44][cH:45][cH:46]2)[O:52]1.[K+:31].[K+:32].[O:54]1[CH2:55][CH2:56][O:57][CH2:58][CH2:59]1.[OH2:53]>>[c:2]1(-[c:41]2[cH:42][c:43]([CH2:47][O:48][C:49]([CH3:50])=[O:51])[n:44][cH:45][cH:46]2)[cH:3][n:4][c:5]([NH:11][c:12]2[cH:13][cH:14][c:15]([N:18]3[CH2:19][CH2:20][N:21]([CH:24]([CH3:25])[CH3:26])[CH2:22][CH2:23]3)[cH:16][cH:17]2)[c:6]2[n:7]1[n:8][cH:9][n:10]2.